This data is from the Open Reaction Database (ORD), a public repository of structured organic reaction records. The task is: describe an organic reaction: reactants, conditions, products, and yield Product: C(C)N1C2=CC=C(C=C2C=2C=C(C=CC12)O)O (N-ethyl-3,6-carbazolediol). Reaction SMILES: O.[OH-].[Na+].C([O:7][C:8]1[CH:9]=[CH:10][C:11]2[N:12]([CH2:25][CH3:26])[C:13]3[C:18]([C:19]=2[CH:20]=1)=[CH:17][C:16]([O:21]C(=O)C)=[CH:15][CH:14]=3)(=O)C.Cl>>[CH2:25]([N:12]1[C:13]2[CH:14]=[CH:15][C:16]([OH:21])=[CH:17][C:18]=2[C:19]2[C:11]1=[CH:10][CH:9]=[C:8]([OH:7])[CH:20]=2)[CH3:26] |f:1.2|. Reported procedure: To 700 ml of water containing 80 g (2.0 mole) of sodium hydroxide is added 85 g (0.27 mole) of N-ethyl-3,6-carbazolediol diacetate. The reaction mixture is heated for one hour then acidified with 3N hydrochloric acid to give N-ethyl-3,6-carbazolediol which is recrystallized from ethanol-water. M.P. 190°-200°C (dec.). Starting materials: O (water), [OH-].[Na+] (sodium hydroxide), C(C)(=O)OC=1C=CC=2N(C3=CC=C(C=C3C2C1)OC(C)=O)CC (N-ethyl-3,6-carbazolediol diacetate), Cl (hydrochloric acid).